This data is from the Open Reaction Database (ORD), a public repository of structured organic reaction records. The task is: describe an organic reaction: reactants, conditions, products, and yield The reactants are C1(CCC1)C1=NN=C(O1)NC=1C=NC(=CC1)C1=CC=C(C=C1)C12OCC(CC1)(CC2)C=COC (5-cyclobutyl-N-(6-(4-(4-(2-methoxyvinyl)-2-oxabicyclo[2.2.2]octan-1-yl)phenyl)pyridin-3-yl)-1,3,4-oxadiazol-2-amine), Cl (HCl). The solvent is O1CCCC1 (tetrahydrofuran). Run at time 1 hour. Yields the product C1(CCC1)C1=NN=C(O1)NC=1C=CC(=NC1)C1=CC=C(C=C1)C12OCC(CC1)(CC2)CC=O (2-(1-(4-(5-((5-cyclobutyl-1,3,4-oxadiazol-2-yl)amino)pyridin-2-yl)phenyl)-2-oxabicyclo[2.2.2]octan-4-yl)acetaldehyde). RXN SMILES: [CH:1]1([C:5]2[O:9][C:8]([NH:10][C:11]3[CH:12]=[N:13][C:14]([C:17]4[CH:22]=[CH:21][C:20]([C:23]56[CH2:30][CH2:29][C:26]([CH:31]=[CH:32][O:33]C)([CH2:27][CH2:28]5)[CH2:25][O:24]6)=[CH:19][CH:18]=4)=[CH:15][CH:16]=3)=[N:7][N:6]=2)[CH2:4][CH2:3][CH2:2]1.Cl>O1CCCC1>[CH:1]1([C:5]2[O:9][C:8]([NH:10][C:11]3[CH:16]=[CH:15][C:14]([C:17]4[CH:22]=[CH:21][C:20]([C:23]56[CH2:28][CH2:27][C:26]([CH2:31][CH:32]=[O:33])([CH2:29][CH2:30]5)[CH2:25][O:24]6)=[CH:19][CH:18]=4)=[N:13][CH:12]=3)=[N:7][N:6]=2)[CH2:4][CH2:3][CH2:2]1. Reported procedure: To a stirred solution of 5-cyclobutyl-N-(6-(4-(4-(2-methoxyvinyl)-2-oxabicyclo[2.2.2]octan-1-yl)phenyl)pyridin-3-yl)-1,3,4-oxadiazol-2-amine (10 mg, 0.022 mmol) in tetrahydrofuran (1 ml) at room temperature, was added 1N aqueous HCl solution (0.436 ml, 0.436 mmol). The reaction mixture was stirred for 1 h at room temperature. Most of solvent was removed by evaporation under vacuum, and the residue was purified by flash chromotography to afford 2-(1-(4-(5-((5-cyclobutyl-1,3,4-oxadiazol-2-yl)amino... Starting materials: C(C1=CC=CC=C1)(C1=CC=CC=C1)OC=1C2=C(C(=C3C=CC=NC13)OS(=O)(=O)CCN1C(C3=CC=CC=C3C1=O)=O)CN(C2=O)CC2=CC=C(C=C2)F (2-(1,3-dioxo-1,3-dihydro-isoindol-2-yl)-ethanesulfonic acid 9-benzhydryloxy-7-(4-fluoro-benzyl)-8-oxo-7,8-dihydro-6H-pyrrolo[3,4-g]quinolin-5-yl ester), FC(C(=O)O)(F)F (trifluoroacetic acid), C(C)[SiH](CC)CC (triethylsilane). The solvent is ClCCl (dichloromethane). Conditions: time 0.5 hour. Yields the product FC1=CC=C(CN2CC=3C(=C4C=CC=NC4=C(C3C2=O)O)OS(=O)(=O)CCN2C(C3=CC=CC=C3C2=O)=O)C=C1 (2-(1,3-dioxo-1,3-dihydro-isoindol-2-yl)-ethanesulfonic acid 7-(4-fluoro-benzyl)-9-hydroxy-8-oxo-7,8-dihydro-6H-pyrrolo[3,4-g]quinolin-5-yl ester), C(=O)(C(F)(F)F)O (TFA). Yield: 76.0%. As a reaction SMILES: C([O:14][C:15]1[C:16]2[C:44](=[O:45])[N:43]([CH2:46][C:47]3[CH:52]=[CH:51][C:50]([F:53])=[CH:49][CH:48]=3)[CH2:42][C:17]=2[C:18]([O:25][S:26]([CH2:29][CH2:30][N:31]2[C:39](=[O:40])[C:38]3[C:33](=[CH:34][CH:35]=[CH:36][CH:37]=3)[C:32]2=[O:41])(=[O:28])=[O:27])=[C:19]2[C:24]=1[N:23]=[CH:22][CH:21]=[CH:20]2)(C1C=CC=CC=1)C1C=CC=CC=1.[F:54][C:55]([F:60])([F:59])[C:56]([OH:58])=[O:57].C([SiH](CC)CC)C>ClCCl>[F:53][C:50]1[CH:49]=[CH:48][C:47]([CH2:46][N:43]2[C:44](=[O:45])[C:16]3[C:15]([OH:14])=[C:24]4[C:19]([CH:20]=[CH:21][CH:22]=[N:23]4)=[C:18]([O:25][S:26]([CH2:29][CH2:30][N:31]4[C:39](=[O:40])[C:38]5[C:33](=[CH:34][CH:35]=[CH:36][CH:37]=5)[C:32]4=[O:41])(=[O:28])=[O:27])[C:17]=3[CH2:42]2)=[CH:52][CH:51]=1.[C:56]([OH:58])([C:55]([F:60])([F:59])[F:54])=[O:57]. Reported procedure: To a solution of 268 (12.2 mg, 0.017 mmol) dissolved in dichloromethane (1 mL) was added trifluoroacetic acid (100 μl) and triethylsilane (200 μl). The reaction mixture was stirred at room temperature for ½ hours under an inert atmosphere then concentrated in vacuo. The residue was triturated with diethyl ether/hexane (1/1) to afford 2-(1,3-dioxo-1,3-dihydro-isoindol-2-yl)-ethanesulfonic acid 7-(4-fluoro-benzyl)-9-hydroxy-8-oxo-7,8-dihydro-6H-pyrrolo[3,4-g]quinolin-5-yl ester 269, TFA salt, (9.0... Starting materials: NC=1C=2N(C=CN1)C(NC2C2=CC=C1C=CC(=NC1=C2F)C2=CC=CC=C2)=S (8-amino-1-(8-fluoro-2-phenyl-quinolin-7-yl)-2H-imidazo[1,5-a]pyrazine-3-thione), ClC=1SC(=CN1)CS(=O)(=O)C (2-chloro-5-[(methylsulfonyl)methyl]-1,3-thiazole), C([O-])([O-])=O.[K+].[K+] (potassium carbonate), CN(C)C=O (DMF). Run at temperature 100 celsius. The product is FC=1C(=CC=C2C=CC(=NC12)C1=CC=CC=C1)C=1N=C(N2C1C(=NC=C2)N)SC=2SC(=CN2)CS(=O)(=O)C (1-(8-Fluoro-2-phenyl-quinolin-7-yl)-3-(5-methanesulfonylmethylthiazol-2-ylsulfanyl)-imidazo[1,5-a]pyrazin-8-ylamine). RXN SMILES: [NH2:1][C:2]1[C:3]2[N:4]([C:8](=[S:28])[NH:9][C:10]=2[C:11]2[C:20]([F:21])=[C:19]3[C:14]([CH:15]=[CH:16][C:17]([C:22]4[CH:27]=[CH:26][CH:25]=[CH:24][CH:23]=4)=[N:18]3)=[CH:13][CH:12]=2)[CH:5]=[CH:6][N:7]=1.Cl[C:30]1[S:31][C:32]([CH2:35][S:36]([CH3:39])(=[O:38])=[O:37])=[CH:33][N:34]=1.C(=O)([O-])[O-].[K+].[K+].CN(C=O)C>>[F:21][C:20]1[C:11]([C:10]2[N:9]=[C:8]([S:28][C:30]3[S:31][C:32]([CH2:35][S:36]([CH3:39])(=[O:38])=[O:37])=[CH:33][N:34]=3)[N:4]3[CH:5]=[CH:6][N:7]=[C:2]([NH2:1])[C:3]=23)=[CH:12][CH:13]=[C:14]2[C:19]=1[N:18]=[C:17]([C:22]1[CH:27]=[CH:26][CH:25]=[CH:24][CH:23]=1)[CH:16]=[CH:15]2 |f:2.3.4|. Procedure details: A 10 mL microwave vessel was charged with a solution of 8-amino-1-(8-fluoro-2-phenyl-quinolin-7-yl)-2H-imidazo[1,5-a]pyrazine-3-thione (24 mg, 0.000062 mol), 2-chloro-5-[(methylsulfonyl)methyl]-1,3-thiazole (0.026 g, 0.00012 mol), potassium carbonate in DMF (1.7 mL, 0.022 mol). The reaction mixture was heated in the microwave at 100° C. for 10 min. The reaction mixture was heated again at 120° C. for 10 min in the microwave to get full consumption of SM. Reaction mixture was purified by Gilson H... Starting materials: [Al+3], CCOC(=O)c1nn(-c2cccc(OC)c2)cc1C, [H-], [H-], [H-], [H-], [Li+], C1CCOC1. Yields the product COc1cccc(-n2cc(C)c(CO)n2)c1. Reaction SMILES: [Al+3:21].[CH3:1][O:2][c:3]1[cH:4][c:5](-[n:9]2[n:10][c:11]([C:15](=[O:16])[O:17][CH2:18][CH3:19])[c:12]([CH3:14])[cH:13]2)[cH:6][cH:7][cH:8]1.[H-:20].[H-:23].[H-:24].[H-:25].[Li+:22].[O:26]1[CH2:27][CH2:28][CH2:29][CH2:30]1>>[CH3:1][O:2][c:3]1[cH:4][c:5](-[n:9]2[n:10][c:11]([CH2:15][OH:16])[c:12]([CH3:14])[cH:13]2)[cH:6][cH:7][cH:8]1. The reactants are C(C)OP(=O)(C=1C=C2C(CC(OC2=CC1)=O)(C)C)CP(=O)(OCC)OCC (6-(ethoxy(diethylphosphonomethyl)phosphinoyl)-3,4-dihydro-4,4-dimethylchromen-2-one), [OH-].[K+] (KOH). Solvent: CO (methanol). Product: OC1=C(C=C(C=C1)P(=O)(CP(=O)(OCC)OCC)OCC)C(CC(=O)O)(C)C (3-(2-Hydroxy-5-(ethoxy(diethylphosphonomethyl)phosphinoyl)phenyl)-3-methylbutanoic acid). The yield is 105.0%. RXN SMILES: [CH2:1]([O:3][P:4]([CH2:19][P:20]([O:25][CH2:26][CH3:27])([O:22][CH2:23][CH3:24])=[O:21])([C:6]1[CH:7]=[C:8]2[C:13](=[CH:14][CH:15]=1)[O:12][C:11](=[O:16])[CH2:10][C:9]2([CH3:18])[CH3:17])=[O:5])[CH3:2].[OH-:28].[K+]>CO>[OH:12][C:13]1[CH:14]=[CH:15][C:6]([P:4]([O:3][CH2:1][CH3:2])([CH2:19][P:20]([O:25][CH2:26][CH3:27])([O:22][CH2:23][CH3:24])=[O:21])=[O:5])=[CH:7][C:8]=1[C:9]([CH3:18])([CH3:17])[CH2:10][C:11]([OH:16])=[O:28] |f:1.2|. Procedure details: A solution of 120 (0.99 g, 2.4 mmol) and KOH (0.095 g, 2.4 mmol) in methanol was stirred at room temperature for 2 hr. The solvent was removed removed under reduced pressure and the product was resuspended in water, the pH was adjusted to 4 by the addition of HCl, and the product was extracted with CH2Cl2. The organics were dried over Na2SO4, filtered and concentrated, resulting in 121 as a pale yellow oil (1.1 g, 105%) which was used without purification. 1H NMR (400 MHz, CDCl3) δ 1.26 (t, J=7.... The reactants are CC(=O)C1=CC(=C(C=C1)F)OC (4-fluoro-3-methoxyacetophenone), B([C@H]1C[C@@H]2C[C@H]([C@H]1C)C2(C)C)([C@H]3C[C@@H]4C[C@H]([C@H]3C)C4(C)C)Cl ((+)-DIPCl). Solvent: C1CCOC1 (THF), C1CCOC1 (THF). Conditions: temperature -20 celsius, time 5 hour. The product is FC1=C(C=C(C=C1)[C@@H](C)O)OC ((1R)-(4-fluoro-3-methoxyphenyl)ethanol). The yield is 90.7%. As a reaction SMILES: [CH3:1][C:2]([C:4]1[CH:9]=[CH:8][C:7]([F:10])=[C:6]([O:11][CH3:12])[CH:5]=1)=[O:3].B(Cl)([C@@H]1[C@H](C)[C@@H]2C(C)(C)[C@@H](C2)C1)[C@@H]1[C@H](C)[C@@H]2C(C)(C)[C@@H](C2)C1>C1COCC1>[F:10][C:7]1[CH:8]=[CH:9][C:4]([C@H:2]([OH:3])[CH3:1])=[CH:5][C:6]=1[O:11][CH3:12]. Reported procedure: A solution of 4-fluoro-3-methoxyacetophenone (1 g) in THF (10 mL) was added dropwise to a solution of (+)-DIPCl™ (2.29 g) in THF (30 mL) in a nitrogen atmosphere at −20° C., and the reaction solution was stirred at −20° C. for 5 hours. The reaction solution was heated to room temperature, and the solvent was evaporated under reduced pressure. The residue was diluted with an ether, diethanolamine (1.25 mL) was added to the diluent, and the reaction solution was stirred at room temperature overnig... Reaction SMILES: [CH:1]([O:3][C:4]1[CH:5]=[C:6]([CH2:14][O:15][Si:16]([CH:23]([CH3:25])[CH3:24])([CH:20]([CH3:22])[CH3:21])[CH:17]([CH3:19])[CH3:18])[CH:7]=[CH:8][C:9]=1[O:10][CH:11]([F:13])[F:12])=[CH2:2].Cl[CH2:27]I.C([Zn]CC)C>ClCCl>[CH:1]1([O:3][C:4]2[CH:5]=[C:6]([CH2:14][O:15][Si:16]([CH:17]([CH3:18])[CH3:19])([CH:23]([CH3:25])[CH3:24])[CH:20]([CH3:22])[CH3:21])[CH:7]=[CH:8][C:9]=2[O:10][CH:11]([F:12])[F:13])[CH2:27][CH2:2]1. Procedure details: To a solution of the alkene, 3-Ethenyloxy-4-difluoromethoxy-1-(triisopropylsilyloxy)methylbenzene, from Step 3 (67 g, 179 mmol) and chloroiodomethane (78 mL, 1.07 mol) in dichloromethane (1.5 L) at 5° C. (ice bath) was added diethyl zinc (55 mL, 537 mmol) in 5 mL portions over 1.2 h. During the addition, the internal temperature was maintained at <20° C. After the addition was complete, the mixture was stirred for 15 min and then the cooling bath was removed and stirring was continued for a furt... Run at temperature 5 celsius, time 15 minute. Run in ClCCl (dichloromethane). Reactants: alkene, C(=C)OC=1C=C(C=CC1OC(F)F)CO[Si](C(C)C)(C(C)C)C(C)C (3-Ethenyloxy-4-difluoromethoxy-1-(triisopropylsilyloxy)methylbenzene), ClCI (chloroiodomethane), C(C)[Zn]CC (diethyl zinc). Product: C1(CC1)OC=1C=C(C=CC1OC(F)F)CO[Si](C(C)C)(C(C)C)C(C)C (3-Cyclopropyloxy-4-difluoromethoxy-1-(triisopropylsilyloxy)methylbenzene). Run in C(C)(=O)O (acetic acid). As a reaction SMILES: [C:1]([O:5][C:6]([N:8]1[CH2:13][CH2:12][CH:11]([O:14][C:15]2[C:24]3[C:19](=[CH:20][CH:21]=[C:22]([CH:25]=O)[CH:23]=3)[N:18]=[CH:17][CH:16]=2)[CH2:10][CH2:9]1)=[O:7])([CH3:4])([CH3:3])[CH3:2].[NH2:27][C:28]1[S:29][CH2:30][C:31](=[O:33])[N:32]=1.C([O-])(=O)C.[Na+]>C(O)(=O)C>[C:1]([O:5][C:6]([N:8]1[CH2:13][CH2:12][CH:11]([O:14][C:15]2[C:24]3[C:19](=[CH:20][CH:21]=[C:22](/[CH:25]=[C:30]4/[C:31](=[O:33])[N:32]=[C:28]([NH2:27])[S:29]/4)[CH:23]=3)[N:18]=[CH:17][CH:16]=2)[CH2:10][CH2:9]1)=[O:7])([CH3:4])([CH3:3])[CH3:2] |f:2.3|. Reported procedure: The similar procedure as described in example 35 was used, starting from 4-(6-formyl-quinolin-4-yloxy)-piperidine-1-carboxylic acid tert-butyl ester, 2-Amino-thiazol-4-one (example 48b), sodium acetate and acetic acid to obtain 4-{6-[2-amino-4-oxo-4H-thiazol-(5Z)-ylidenemethyl]-quinolin-4-yloxy}-piperidine-1-carboxylic acid tert-butyl ester as a yellow solid. Purification was performed with flash chromatography (Merck silica gel 60, 230-400 mesh, 1%-5% methanol in dichloromethane for 30 min. LC-... Yields the product C(C)(C)(C)OC(=O)N1CCC(CC1)OC1=CC=NC2=CC=C(C=C12)\C=C/1\C(N=C(S1)N)=O (4-{6-[2-amino-4-oxo-4H-thiazol-(5Z)-ylidenemethyl]-quinolin-4-yloxy}-piperidine-1-carboxylic acid tert-butyl ester). Reactants: C(C)(C)(C)OC(=O)N1CCC(CC1)OC1=CC=NC2=CC=C(C=C12)C=O (4-(6-formyl-quinolin-4-yloxy)-piperidine-1-carboxylic acid tert-butyl ester), NC=1SCC(N1)=O (2-Amino-thiazol-4-one), C(C)(=O)[O-].[Na+] (sodium acetate).